This data is from the Open Reaction Database (ORD), a public repository of structured organic reaction records. The task is: describe an organic reaction: reactants, conditions, products, and yield Starting materials: O (water), N1C=NC=C1 (imidazole), [Si](C)(C)(C(C)(C)C)Cl (tert-butyldimethylsilyl chloride), OCC=1C=C(CN2C(C3=CC=CC=C3C2=O)=O)C=CC1 (2-[3-(hydroxymethyl)benzyl]-1H-isoindole-1,3(2H)-dione). Run in O1CCCC1 (tetrahydrofuran), ClCCl (dichloromethane). Conditions: time 16 hour. Yields the product [Si](C)(C)(C(C)(C)C)OCC=1C=C(CN2C(C3=CC=CC=C3C2=O)=O)C=CC1 (2-[3-({[tert-Butyl(dimethyl)silyl]oxy}methyl)benzyl]-1H-isoindole-1,3(2H)-dione). Reaction SMILES: N1C=CN=C1.[Si:6](Cl)([C:9]([CH3:12])([CH3:11])[CH3:10])([CH3:8])[CH3:7].[OH:14][CH2:15][C:16]1[CH:17]=[C:18]([CH:31]=[CH:32][CH:33]=1)[CH2:19][N:20]1[C:28](=[O:29])[C:27]2[C:22](=[CH:23][CH:24]=[CH:25][CH:26]=2)[C:21]1=[O:30].O>O1CCCC1.ClCCl>[Si:6]([O:14][CH2:15][C:16]1[CH:17]=[C:18]([CH:31]=[CH:32][CH:33]=1)[CH2:19][N:20]1[C:21](=[O:30])[C:22]2[C:27](=[CH:26][CH:25]=[CH:24][CH:23]=2)[C:28]1=[O:29])([C:9]([CH3:12])([CH3:11])[CH3:10])([CH3:8])[CH3:7]. Procedure: Under argon and at room temperature, imidazole (1.0 g, 15.0 mmol) and tert-butyldimethylsilyl chloride (1.7 g, 11.2 mmol) are added to a solution of 2-[3-(hydroxymethyl)benzyl]-1H-isoindole-1,3(2H)-dione (2.0 g, 7.5 mmol) in tetrahydrofuran (22.5 ml). The reaction mixture is stirred at room temperature for 16 h, and water is added. After addition of dichloromethane and phase separation, the aqueous phase is extracted with dichloromethane. The combined organic phases are dried (sodium sulfate), f... The reactants are C(#C)C=1N=CN2C1N=C(C=C2C(F)(F)F)C2=CC=C(C=C2)C(F)(F)F (8-ethynyl-4-trifluoromethyl-2-(4-trifluoromethyl-phenyl)-imidazo[1,5-a]pyrimidine), BrC1=CC=C(S1)S(=O)(=O)N (5-bromo-thiophene-2-sulfonamide). The product is FC(C1=CC(=NC=2N1C=NC2C#CC2=CC=C(S2)S(=O)(=O)N)C2=CC=C(C=C2)C(F)(F)F)(F)F (5-[4-Trifluoromethyl-2-(4-trifluoromethyl-phenyl)-imidazo[1,5-a]pyrimidin-8-ylethynyl]-thiophene-2-sulfonic acid amide), solid. Isolated yield 62.0%. As a reaction SMILES: [C:1]([C:3]1[N:4]=[CH:5][N:6]2[C:11]([C:12]([F:15])([F:14])[F:13])=[CH:10][C:9]([C:16]3[CH:21]=[CH:20][C:19]([C:22]([F:25])([F:24])[F:23])=[CH:18][CH:17]=3)=[N:8][C:7]=12)#[CH:2].Br[C:27]1[S:31][C:30]([S:32]([NH2:35])(=[O:34])=[O:33])=[CH:29][CH:28]=1>>[F:13][C:12]([F:15])([F:14])[C:11]1[N:6]2[CH:5]=[N:4][C:3]([C:1]#[C:2][C:27]3[S:31][C:30]([S:32]([NH2:35])(=[O:34])=[O:33])=[CH:29][CH:28]=3)=[C:7]2[N:8]=[C:9]([C:16]2[CH:21]=[CH:20][C:19]([C:22]([F:25])([F:24])[F:23])=[CH:18][CH:17]=2)[CH:10]=1. Procedure details: The title compound was prepared from 8-ethynyl-4-trifluoromethyl-2-(4-trifluoromethyl-phenyl)-imidazo[1,5-a]pyrimidine (example C.17) (178 mg, 0.5 mmol) and commercially available 5-bromo-thiophene-2-sulfonamide (121 mg, 0.5 mmol) according to general procedure II. Obtained as a red solid (159 mg, 62%). MS (ISN) 517.1 [(M+H)+]; mp 255° C. The reactants are ClCCCl, Cc1nc(NN)c(F)c(N2CCN(C)C(C)C2)n1, O=CN(CC(CC1CCCC1)C(=O)O)OCc1ccccc1, CN(C)C=O, On1nnc2cccnc21. Yields the product Cc1nc(NNC(=O)C(CC2CCCC2)CN(C=O)OCc2ccccc2)c(F)c(N2CCN(C)C(C)C2)n1. RXN SMILES: [CH2:51]([Cl:52])[CH2:53][Cl:54].[CH3:23][CH:24]1[CH2:25][N:26]([c:31]2[n:32][c:33]([CH3:40])[n:34][c:35]([NH:38][NH2:39])[c:36]2[F:37])[CH2:27][CH2:28][N:29]1[CH3:30].[CH:1]1([CH2:6][CH:7]([C:8](=[O:9])[OH:10])[CH2:11][N:12]([O:13][CH2:14][c:15]2[cH:16][cH:17][cH:18][cH:19][cH:20]2)[CH:21]=[O:22])[CH2:2][CH2:3][CH2:4][CH2:5]1.[O:55]=[CH:56][N:57]([CH3:58])[CH3:59].[OH:41][n:42]1[c:43]2[n:44][cH:45][cH:46][cH:47][c:48]2[n:49][n:50]1>>[CH:1]1([CH2:6][CH:7]([C:8](=[O:10])[NH:39][NH:38][c:35]2[n:34][c:33]([CH3:40])[n:32][c:31]([N:26]3[CH2:25][CH:24]([CH3:23])[N:29]([CH3:30])[CH2:28][CH2:27]3)[c:36]2[F:37])[CH2:11][N:12]([O:13][CH2:14][c:15]2[cH:16][cH:17][cH:18][cH:19][cH:20]2)[CH:21]=[O:22])[CH2:2][CH2:3][CH2:4][CH2:5]1. Reactants: CC=1C=C(C=C(C1)C)N (3,5-dimethyl-phenylamine), [Li]CCCC (n-BuLi), BrBr (Bromine), B(OC)(OC)OC (B(OMe)3). The solvent is C1CCOC1 (THF). Reaction conditions: temperature -78 celsius, time 20 minute. Yields the product BrC1=C(C=C(C=C1C)N)C (4-bromo-3,5-dimethyl-phenylamine). RXN SMILES: [CH3:1][C:2]1[CH:3]=[C:4]([NH2:9])[CH:5]=[C:6]([CH3:8])[CH:7]=1.[Li]CCCC.B(OC)(OC)OC.[Br:22]Br>C1COCC1>[Br:22][C:7]1[C:6]([CH3:8])=[CH:5][C:4]([NH2:9])=[CH:3][C:2]=1[CH3:1]. Procedure: To a solution of 3,5-dimethyl-phenylamine (400 mg) in THF (35 mL) was added n-BuLi (1.45 mL, 2.5 M solution in hexane) at −78° C. The mixture was stirred at −78° C. for 20 min, allowed to warm up to −40° C. for 5 min, and then was cooled down to −78° C. again. After 10 min, B(OMe)3 (0.4 mL) was added dropwise. The mixture was stirred at −78° C. for 2.5 h, warmed up to 10° C. slowly, and then was cooled down to −78° C. again. Bromine (0.185 mL) was added dropwise to the mixture. The mixture was s... Starting materials: OCCN1C(N(CC1)C1=CC(=C(S1)C(=O)OCC)C)=O (ethyl 5-(3-(2-hydroxyethyl)-2-oxoimidazolidin-1-yl)-3-methylthiophene-2-carboxylate), C=1(C(=CC=CC1)S(=O)(=O)Cl)C (toluenesulfonyl chloride), ClCCl (dichloromethane), ClCCl (dichloromethane), ClCCl (dichloromethane). The solvent is N1=CC=CC=C1 (pyridine). Conditions: time 18 hour. Product: CC1=C(SC(=C1)N1C(N(CC1)CCOS(=O)(=O)C1=CC=C(C)C=C1)=O)C(=O)OCC (ethyl 3-methyl-5-(2-oxo-3-(2-(tosyloxy)ethyl)imidazolidin-1-yl)thiophene-2-carboxylate). The yield is 56.0%. As a reaction SMILES: [OH:1][CH2:2][CH2:3][N:4]1[CH2:8][CH2:7][N:6]([C:9]2[S:13][C:12]([C:14]([O:16][CH2:17][CH3:18])=[O:15])=[C:11]([CH3:19])[CH:10]=2)[C:5]1=[O:20].[C:21]1(C)[C:22]([S:27](Cl)(=[O:29])=[O:28])=[CH:23][CH:24]=[CH:25][CH:26]=1.Cl[CH2:33]Cl>N1C=CC=CC=1>[CH3:19][C:11]1[CH:10]=[C:9]([N:6]2[CH2:7][CH2:8][N:4]([CH2:3][CH2:2][O:1][S:27]([C:22]3[CH:21]=[CH:26][C:25]([CH3:33])=[CH:24][CH:23]=3)(=[O:28])=[O:29])[C:5]2=[O:20])[S:13][C:12]=1[C:14]([O:16][CH2:17][CH3:18])=[O:15]. Procedure: To a stirred solution of ethyl 5-(3-(2-hydroxyethyl)-2-oxoimidazolidin-1-yl)-3-methylthiophene-2-carboxylate (0.61 g, 2.04 mmol) in dichloromethane (6 mL) and pyridine (0.25 mL) at 0° C. was added toluenesulfonyl chloride in dichloromethane (1 mL). The resulting mixture was allowed to warm to ambient temperature, stirred for 18 h and diluted with dichloromethane (100 mL). The organic layer was washed sequentially with 10% aqueous hydrochloric acid (2×50 mL) and saturated aqueous sodium bicarbona... Reactants: C(C)(C)(C)OC(=O)N1[C@H](CN(CC1)CC1=CC=CC=C1)CC=O ((S)-4-benzyl-2-(2-oxo-ethyl)-piperazine-1-carboxylic acid tert-butyl ester), diethyl benzyl phosphonate, C[O-].[Na+] (sodium methoxide). Solvent: C(Cl)Cl (CH2Cl2), CN(C)C=O (DMF). Conditions: temperature 0 celsius, time 30 minute. The product is C(C)(C)(C)OC(=O)N1[C@H](CN(CC1)CC1=CC=CC=C1)CC=CC1=CC=CC=C1 ((S)-4-Benzyl-2-(3-phenyl-allyl)-piperazine-1-carboxylic acid tert-butyl ester). Isolated yield 197.0%. As a reaction SMILES: [C:1]([O:5][C:6]([N:8]1[CH2:13][CH2:12][N:11]([CH2:14][C:15]2[CH:20]=[CH:19][CH:18]=[CH:17][CH:16]=2)[CH2:10][C@@H:9]1[CH2:21][CH:22]=O)=[O:7])([CH3:4])([CH3:3])[CH3:2].C[O-].[Na+]>CN(C=O)C.C(Cl)Cl>[C:1]([O:5][C:6]([N:8]1[CH2:13][CH2:12][N:11]([CH2:14][C:15]2[CH:20]=[CH:19][CH:18]=[CH:17][CH:16]=2)[CH2:10][C@@H:9]1[CH2:21][CH:22]=[CH:14][C:15]1[CH:20]=[CH:19][CH:18]=[CH:17][CH:16]=1)=[O:7])([CH3:4])([CH3:3])[CH3:2] |f:1.2|. Procedure details: Combine and cool to 0° C. a solution of (S)-4-benzyl-2-(2-oxo-ethyl)-piperazine-1-carboxylic acid tert-butyl ester (1.95 g, 6.13 mmol) and diethyl benzyl phosphonate (4.23 g, 18.55 mmol) in dry DMF (25 mL), and add solid sodium methoxide (95%, 1.15 g, 21.3 mmol) in a single portion, and stir at 0° C. for 30 minutes. Dilute the mixture with CH2Cl2, wash with brine and dry the organic layer over Na2SO4. Purification by silica gel chromatography of the crude product using EtOAC/CH2Cl2 (2% to 10%) a... The reactants are C(C)SC1=CC=CC2=C1C(=NCC=1N2C(=NN1)CCl)C1=CC(=CC=C1)Cl (7-(ethylthio)-1-(chloromethyl)-6-(m-chlorophenyl)-4H-s-triazolo[4,3-a]-[1,4]benzodiazepine), [I-].[K+] (potassium iodide), C(CC)C=CCN (propylallylamine). Run in O1CCCC1 (tetrahydrofuran). Yields the product C(C)SC1=CC=CC2=C1C(=NCC=1N2C(=NN1)CNCCCCC=C)C1=CC(=CC=C1)Cl (7-(ethylthio)-1-[(allylpropylamino)methyl]-6-(m-chlorophenyl)-4H-s-triazolo-[4,3-a][1,4]benzodiazepine). As a reaction SMILES: [CH2:1]([S:3][C:4]1[C:9]2[C:10]([C:20]3[CH:25]=[CH:24][CH:23]=[C:22]([Cl:26])[CH:21]=3)=[N:11][CH2:12][C:13]3[N:14]([C:15]([CH2:18]Cl)=[N:16][N:17]=3)[C:8]=2[CH:7]=[CH:6][CH:5]=1)[CH3:2].[I-].[K+].[CH2:29]([CH:32]=[CH:33][CH2:34][NH2:35])[CH2:30][CH3:31]>O1CCCC1>[CH2:1]([S:3][C:4]1[C:9]2[C:10]([C:20]3[CH:25]=[CH:24][CH:23]=[C:22]([Cl:26])[CH:21]=3)=[N:11][CH2:12][C:13]3[N:14]([C:15]([CH2:18][NH:35][CH2:34][CH2:33][CH2:32][CH2:29][CH:30]=[CH2:31])=[N:16][N:17]=3)[C:8]=2[CH:7]=[CH:6][CH:5]=1)[CH3:2] |f:1.2|. Procedure: In the manner given in Example 32, 7-(ethylthio)-1-(chloromethyl)-6-(m-chlorophenyl)-4H-s-triazolo[4,3-a]-[1,4]benzodiazepine, potassium iodide and propylallylamine in tetrahydrofuran are reacted to give 7-(ethylthio)-1-[(allylpropylamino)methyl]-6-(m-chlorophenyl)-4H-s-triazolo-[4,3-a][1,4]benzodiazepine. Starting materials: CCBr, CC1CC(=O)NN=C1c1ccc2c(c1)CCC(=O)N2C, CN(C)C=O, [H-], [Na+], O. Product: CCN1N=C(c2ccc3c(c2)CCC(=O)N3C)C(C)CC1=O. Reaction SMILES: [CH2:23]([CH3:24])[Br:25].[CH3:1][CH:2]1[CH2:3][C:4](=[O:20])[NH:5][N:6]=[C:7]1[c:8]1[cH:9][c:10]2[c:15]([cH:16][cH:17]1)[N:14]([CH3:18])[C:13](=[O:19])[CH2:12][CH2:11]2.[CH3:27][N:28]([CH3:29])[CH:30]=[O:31].[H-:21].[Na+:22].[OH2:26]>>[CH3:1][CH:2]1[CH2:3][C:4](=[O:20])[N:5]([CH2:23][CH3:24])[N:6]=[C:7]1[c:8]1[cH:9][c:10]2[c:15]([cH:16][cH:17]1)[N:14]([CH3:18])[C:13](=[O:19])[CH2:12][CH2:11]2. Starting materials: [BH4-], CO, CC(C)(C)C(=O)COc1ccc(Cl)cc1, [Na+]. Product: CC(C)(C)C(O)COc1ccc(Cl)cc1. As a reaction SMILES: [BH4-:16].[CH3:18][OH:19].[Cl:1][c:2]1[cH:3][cH:4][c:5]([O:6][CH2:7][C:8]([C:9]([CH3:10])([CH3:11])[CH3:12])=[O:13])[cH:14][cH:15]1.[Na+:17]>>[Cl:1][c:2]1[cH:3][cH:4][c:5]([O:6][CH2:7][CH:8]([C:9]([CH3:10])([CH3:11])[CH3:12])[OH:13])[cH:14][cH:15]1. Run in C1CCOC1 (THF). Yield: 60.5%. Product: BrC1=CC=C(CC=2SC(=C(C2)C)C)C=C1 (2-(4-Bromobenzyl)-4,5-dimethylthiophene). Procedure: The title compound was prepared according to the procedure in Example 5, step 1 using 2,3-dimethylthiophene (5.10 g, 45.5 mmol), 2.5M BuLi/hexanes (18.2 mL, 45.5 mmol) and 4-bromobenzyl bromide (11.4 g, 45.5 mmol) in THF. Purification on Biotage KP-Sil eluting with 100% pet ether gave 7.74 g (60%) of the title compound. 1H NMR: consistent. RXN SMILES: [CH3:1][C:2]1[S:3][CH:4]=[CH:5][C:6]=1[CH3:7].[Br:8][C:9]1[CH:16]=[CH:15][C:12]([CH2:13]Br)=[CH:11][CH:10]=1>C1COCC1>[Br:8][C:9]1[CH:16]=[CH:15][C:12]([CH2:13][C:4]2[S:3][C:2]([CH3:1])=[C:6]([CH3:7])[CH:5]=2)=[CH:11][CH:10]=1. Reactants: CC=1SC=CC1C (2,3-dimethylthiophene), BuLi hexanes, BrC1=CC=C(CBr)C=C1 (4-bromobenzyl bromide).